From a dataset of the Open Reaction Database (ORD), a public repository of structured organic reaction records. describe an organic reaction: reactants, conditions, products, and yield Starting materials: CCOC(=O)C(CN(C(C)=O)N1CCCC(CCc2ccncc2)C1=O)NS(=O)(=O)CC, CCO, [Na+], [OH-]. Product: CCS(=O)(=O)NC(CN(C(C)=O)N1CCCC(CCc2ccncc2)C1=O)C(=O)O. Reaction SMILES: [CH2:1]([CH3:2])[O:3][C:4]([CH:5]([CH2:6][N:7]([C:8]([CH3:9])=[O:10])[N:11]1[C:12](=[O:25])[CH:13]([CH2:17][CH2:18][c:19]2[cH:20][cH:21][n:22][cH:23][cH:24]2)[CH2:14][CH2:15][CH2:16]1)[NH:26][S:27](=[O:28])(=[O:29])[CH2:30][CH3:31])=[O:32].[CH3:35][CH2:36][OH:37].[Na+:34].[OH-:33]>>[O:3]=[C:4]([CH:5]([CH2:6][N:7]([C:8]([CH3:9])=[O:10])[N:11]1[C:12](=[O:25])[CH:13]([CH2:17][CH2:18][c:19]2[cH:20][cH:21][n:22][cH:23][cH:24]2)[CH2:14][CH2:15][CH2:16]1)[NH:26][S:27](=[O:28])(=[O:29])[CH2:30][CH3:31])[OH:32]. Starting materials: C(C)(C)(C)OC(NC1=C(C=C(C(=C1)CC)C(F)(F)F)NC(CC(C1=CC(=CC=C1)C=1C=NC=CC1)=O)=O)=O ({5-ethyl-2-[3-oxo-3-(3-pyridin-3-yl-phenyl)-propionylamino]-4-trifluoromethyl-phenyl}-carbamic acid tert-butyl ester), C(=O)(C(F)(F)F)O (TFA). Run in C(Cl)Cl (CH2Cl2). Product: C(C)C1=CC2=C(NC(CC(=N2)C2=CC(=CC=C2)C=2C=NC=CC2)=O)C=C1C(F)(F)F (7-Ethyl-4-(3-pyridin-3-yl-phenyl)-8-trifluoromethyl-1,3-dihydro-benzo[b][1,4]diazepin-2-one), solid. The yield is 43.0%. RXN SMILES: C(OC(=O)[NH:7][C:8]1[CH:13]=[C:12]([CH2:14][CH3:15])[C:11]([C:16]([F:19])([F:18])[F:17])=[CH:10][C:9]=1[NH:20][C:21](=[O:37])[CH2:22][C:23](=O)[C:24]1[CH:29]=[CH:28][CH:27]=[C:26]([C:30]2[CH:31]=[N:32][CH:33]=[CH:34][CH:35]=2)[CH:25]=1)(C)(C)C.C(O)(C(F)(F)F)=O>C(Cl)Cl>[CH2:14]([C:12]1[C:11]([C:16]([F:17])([F:18])[F:19])=[CH:10][C:9]2[NH:20][C:21](=[O:37])[CH2:22][C:23]([C:24]3[CH:29]=[CH:28][CH:27]=[C:26]([C:30]4[CH:31]=[N:32][CH:33]=[CH:34][CH:35]=4)[CH:25]=3)=[N:7][C:8]=2[CH:13]=1)[CH3:15]. Procedure details: The title compound was prepared from {5-ethyl-2-[3-oxo-3-(3-pyridin-3-yl-phenyl)-propionylamino]-4-trifluoromethyl-phenyl}-carbamic acid tert-butyl ester (Example M191) (365 mg, 0.69 mmol) by treatment with TFA in CH2Cl2 according to the general procedure N. Obtained as a white solid (122 mg, 43%). The reactants are S(=O)(=O)([O-])OOS(=O)(=O)[O-].[K+].[K+] (potassium persulfate), ion, C(C(=C)C)(=O)OC (methyl methacrylate), C(C=C)(=O)OCC (ethyl acrylate), C(CCCCCCCCCCCCCCCCC)(=O)[O-].[K+] (potassium stearate). Solvent: O (water). Run at time 1 hour. Yields the product C=CC=C.CC(=C)C(=O)OC.C=CC1=CC=CC=C1 (Butadiene styrene-methylmethacrylate Copolymer). As a reaction SMILES: [C:1]([O:6][CH3:7])(=[O:5])[C:2]([CH3:4])=[CH2:3].C(OCC)(=O)C=C.[C:15]([O-])(=O)[CH2:16][CH2:17][CH2:18]CCCCCC[CH2:25][CH2:26][CH2:27][CH2:28][CH2:29][CH2:30][CH2:31][CH3:32].[K+].S(OOS([O-])(=O)=O)([O-])(=O)=O.[K+].[K+]>O>[CH2:15]=[CH:16][CH:17]=[CH2:18].[CH3:4][C:2]([C:1]([O:6][CH3:7])=[O:5])=[CH2:3].[CH2:32]=[CH:31][C:30]1[CH:25]=[CH:26][CH:27]=[CH:28][CH:29]=1 |f:2.3,4.5.6,8.9.10|. Procedure details: This step is to polymerize a shell part around the core part prepared from the third step. Firstly, 197.5 g of ion exchange water, 117.75 g of methyl methacrylate, 9.25 g of ethyl acrylate and 13.8 g of potassium stearate (in 8 wt % solution) were mixed to prepare a pre-emulsion. To the latex prepared from the third step, the pre-emulsion and 69.2 g of potassium persulfate (in 1 wt % solution) were simultaneously and continuously introduced for 1 hour to carry out the reaction of the shell part.... Starting materials: NC1=C(C=C(C=N1)C1CN(CC1)C(=O)OC(C)(C)C)Br (tert-butyl 3-(6-amino-5-bromopyridin-3-yl)pyrrolidine-1-carboxylate), C(=O)(C(F)(F)F)O (TFA). Solvent: C(Cl)Cl (DCM). Conditions: time 45 minute. Yields the product BrC=1C(=NC=C(C1)C1CNCC1)N (3-bromo-5-(pyrrolidin-3-yl)pyridin-2-amine). As a reaction SMILES: [NH2:1][C:2]1[N:7]=[CH:6][C:5]([CH:8]2[CH2:12][CH2:11][N:10](C(OC(C)(C)C)=O)[CH2:9]2)=[CH:4][C:3]=1[Br:20].C(O)(C(F)(F)F)=O>C(Cl)Cl>[Br:20][C:3]1[C:2]([NH2:1])=[N:7][CH:6]=[C:5]([CH:8]2[CH2:12][CH2:11][NH:10][CH2:9]2)[CH:4]=1. Reported procedure: To tert-butyl 3-(6-amino-5-bromopyridin-3-yl)pyrrolidine-1-carboxylate (65 mg, 0.171 mmol) in DCM (2.4 mL) was added TFA (0.6 mL, 7.79 mmol). The reaction mixture was stirred at room temperature for 45 min. The reaction mixture was evaporated in vacuo after dilution with toluene. The crude product was used for next step without purification. The crude yield was quantitative. LCMS (m/z): 242.1/244.1 (MH+), 0.214 min. Reactants: C(CC(O)(C(=O)O)CC(=O)O)(=O)O (citric acid), BrCC(=O)Br (bromo-acetyl bromide), [N+](=O)([O-])C1=C(C=CC(=C1)[N+](=O)[O-])O (2,4-dinitro-phenol), N1=CC=CC=C1 (pyridine). Run in C(Cl)Cl (DCM), C(Cl)Cl (DCM). Conditions: time 1 hour. The product is [N+](=O)([O-])C1=C(C=CC(=C1)[N+](=O)[O-])OC(CBr)=O (Bromo-acetic acid 2,4-dinitro-phenyl ester). Reaction SMILES: [Br:1][CH2:2][C:3](Br)=[O:4].[N+:6]([C:9]1[CH:14]=[C:13]([N+:15]([O-:17])=[O:16])[CH:12]=[CH:11][C:10]=1[OH:18])([O-:8])=[O:7].N1C=CC=CC=1.C(O)(=O)CC(CC(O)=O)(C(O)=O)O>C(Cl)Cl>[N+:6]([C:9]1[CH:14]=[C:13]([N+:15]([O-:17])=[O:16])[CH:12]=[CH:11][C:10]=1[O:18][C:3](=[O:4])[CH2:2][Br:1])([O-:8])=[O:7]. Reported procedure: Under argon atmosphere bromo-acetyl bromide (2.67 mL, 30.66 mmol) dissolved in DCM (15 mL) was added within 15 min to a mixture of 2,4-dinitro-phenol (5.13 g, 27.88 mmol) and pyridine (2.92 mL, 36.24 mmol) in DCM (40 mL) at 0° C. After 1 h at RT, aqueous citric acid solution (10%, 30 mL) was added to the reaction mixture. The organic layer was dried over Na2SO4, filtered, and concentrated in vacuo. The resulting residue recrystallized from diethyl ether (75 mL) to afford the title compound. The reactants are Cc1c(F)cc(C(=O)NC2CC2)cc1B1OC(C)(C)C(C)(C)O1, O=c1ccc2c(Cl)nc(NC(CO)CO)nc2n1-c1c(F)cccc1F, [K+], [K+], O=C([O-])[O-], C1COCCO1, O. The product is Cc1c(F)cc(C(=O)NC2CC2)cc1-c1nc(NC(CO)CO)nc2c1ccc(=O)n2-c1c(F)cccc1F. RXN SMILES: [CH:27]1([NH:30][C:31]([c:32]2[cH:33][c:34]([F:48])[c:35]([CH3:47])[c:36]([B:38]3[O:39][C:40]([CH3:41])([CH3:42])[C:43]([CH3:44])([CH3:45])[O:46]3)[cH:37]2)=[O:49])[CH2:28][CH2:29]1.[Cl:1][c:2]1[c:3]2[c:4]([n:5][c:6]([NH:8][CH:9]([CH2:10][OH:11])[CH2:12][OH:13])[n:7]1)[n:14](-[c:19]1[c:20]([F:26])[cH:21][cH:22][cH:23][c:24]1[F:25])[c:15](=[O:18])[cH:16][cH:17]2.[K+:50].[K+:51].[O-:52][C:53]([O-:54])=[O:55].[O:57]1[CH2:58][CH2:59][O:60][CH2:61][CH2:62]1.[OH2:56]>>[c:2]1(-[c:36]2[c:35]([CH3:47])[c:34]([F:48])[cH:33][c:32]([C:31]([NH:30][CH:27]3[CH2:28][CH2:29]3)=[O:49])[cH:37]2)[c:3]2[c:4]([n:5][c:6]([NH:8][CH:9]([CH2:10][OH:11])[CH2:12][OH:13])[n:7]1)[n:14](-[c:19]1[c:20]([F:26])[cH:21][cH:22][cH:23][c:24]1[F:25])[c:15](=[O:18])[cH:16][cH:17]2. Reactants: ClC1=C(OC(C(=O)OC)C2=CC(=CC=C2)Cl)C(=CC(=C1)CO)CCC (methyl 2-(2-chloro-4-hydroxymethyl-6-propyl-phenoxy) -2-(3-chlorophenyl)acetate), CC1=CC(=C2C(=N1)N=C(N2)CC)C (5,7-dimethyl-2-ethylimidazo[4,5-b]pyridine), oil, [H-].[Na+] (sodium hydride). The solvent is CN(C)C=O (DMF), CN(C)C=O (DMF). Conditions: time 1 hour. Yields the product C(=O)(OC)C(OC1=C(C=C(C=C1CCC)CN1C(=NC=2C1=NC(=CC2C)C)CC)Cl)C2=CC(=CC=C2)Cl (3-[4-(1-carbomethoxy-1-(3-chlorophenyl)methoxy) -3-chloro-5-propylphenylmethyl]-5,7-dimethyl-2-ethyl -3H-imidazo-[4,5-b]pyridine). Yield: 56.6%. Reaction SMILES: [CH3:1][C:2]1[N:7]=[C:6]2[N:8]=[C:9]([CH2:11][CH3:12])[NH:10][C:5]2=[C:4]([CH3:13])[CH:3]=1.[H-].[Na+].[Cl:16][C:17]1[CH:35]=[C:34]([CH2:36]O)[CH:33]=[C:32]([CH2:38][CH2:39][CH3:40])[C:18]=1[O:19][CH:20]([C:25]1[CH:30]=[CH:29][CH:28]=[C:27]([Cl:31])[CH:26]=1)[C:21]([O:23][CH3:24])=[O:22]>CN(C=O)C>[C:21]([CH:20]([C:25]1[CH:30]=[CH:29][CH:28]=[C:27]([Cl:31])[CH:26]=1)[O:19][C:18]1[C:32]([CH2:38][CH2:39][CH3:40])=[CH:33][C:34]([CH2:36][N:8]2[C:6]3=[N:7][C:2]([CH3:1])=[CH:3][C:4]([CH3:13])=[C:5]3[N:10]=[C:9]2[CH2:11][CH3:12])=[CH:35][C:17]=1[Cl:16])([O:23][CH3:24])=[O:22] |f:1.2|. Procedure details: To a solution of 0.085 g (0.49 mmol) of 5,7-dimethyl-2-ethylimidazo[4,5-b]pyridine in 1.0 mL anhydrous DMF was added 21.0 mg (0.54 mmol) of a 60% oil dispersion of sodium hydride and the reaction mixture was stirred under a nitrogen atmosphere at room temperature for 1 hour. A solution of 0.250 g (0.56 mmol) of the product of Step C in 0.5 mL of DMF was added and the reaction was stirred an additional 2 hours at room temperature. The reaction mixture was partitioned between EtOAc and water, sepa... As a reaction SMILES: [C:37](=[O:38])([OH:39])[CH2:40][CH:41]([OH:42])[CH:43]1[N:44]([C:58](=[O:59])[O:60][CH2:61][c:62]2[cH:63][cH:64][c:65]([N+:68](=[O:69])[O-:70])[cH:66][cH:67]2)[CH2:45][CH:46]([S:48][CH2:49][c:50]2[cH:51][cH:52][c:53]([O:56][CH3:57])[cH:54][cH:55]2)[CH2:47]1.[CH2:82]([N:83]=[C:84]=[N:85][CH2:86][CH2:87][CH2:88][N:89]([CH3:90])[CH3:91])[CH3:92].[CH3:8][N:9]([C:10](=[O:11])[O:12][CH2:13][c:14]1[cH:15][cH:16][c:17]([N+:20](=[O:21])[O-:22])[cH:18][cH:19]1)[CH:23]1[CH2:24][NH:25][CH2:26][CH2:27]1.[CH3:93][N:94]([CH3:95])[CH:96]=[O:97].[CH:28]([N:29]([CH2:30][CH3:31])[CH:32]([CH3:33])[CH3:34])([CH3:35])[CH3:36].[ClH:81].[F:1][C:2]([F:3])([F:4])[C:5]([OH:6])=[O:7].[OH2:98].[OH:71][n:72]1[c:73]2[cH:74][cH:75][cH:76][cH:77][c:78]2[n:79][n:80]1>>[CH3:8][N:9]([C:10](=[O:11])[O:12][CH2:13][c:14]1[cH:15][cH:16][c:17]([N+:20](=[O:21])[O-:22])[cH:18][cH:19]1)[CH:23]1[CH2:24][N:25]([C:37](=[O:38])[CH2:40][CH:41]([OH:42])[CH:43]2[N:44]([C:58](=[O:59])[O:60][CH2:61][c:62]3[cH:63][cH:64][c:65]([N+:68](=[O:69])[O-:70])[cH:66][cH:67]3)[CH2:45][CH:46]([S:48][CH2:49][c:50]3[cH:51][cH:52][c:53]([O:56][CH3:57])[cH:54][cH:55]3)[CH2:47]2)[CH2:26][CH2:27]1. The product is COc1ccc(CSC2CC(C(O)CC(=O)N3CCC(N(C)C(=O)OCc4ccc([N+](=O)[O-])cc4)C3)N(C(=O)OCc3ccc([N+](=O)[O-])cc3)C2)cc1. Starting materials: COc1ccc(CSC2CC(C(O)CC(=O)O)N(C(=O)OCc3ccc([N+](=O)[O-])cc3)C2)cc1, CCN=C=NCCCN(C)C, CN(C(=O)OCc1ccc([N+](=O)[O-])cc1)C1CCNC1, CN(C)C=O, CCN(C(C)C)C(C)C, Cl, O=C(O)C(F)(F)F, O, On1nnc2ccccc21. Reactants: COC1(c2ccc(Cl)c(Cc3ccc(OCC(F)(F)F)cc3)c2)OC(C=O)C(OCc2ccccc2)C(OCc2ccccc2)C1OCc1ccccc1, C=O, C1COCCO1, [Na+], [OH-]. Yields the product COC1(c2ccc(Cl)c(Cc3ccc(OCC(F)(F)F)cc3)c2)OC(C=O)(CO)C(OCc2ccccc2)C(OCc2ccccc2)C1OCc1ccccc1. RXN SMILES: [CH2:1]([c:2]1[cH:3][cH:4][cH:5][cH:6][cH:7]1)[O:8][CH:9]1[CH:10]([CH:53]=[O:54])[O:11][C:12]([O:31][CH3:32])([c:33]2[cH:34][c:35]([CH2:40][c:41]3[cH:42][cH:43][c:44]([O:47][CH2:48][C:49]([F:50])([F:51])[F:52])[cH:45][cH:46]3)[c:36]([Cl:39])[cH:37][cH:38]2)[CH:13]([O:23][CH2:24][c:25]2[cH:26][cH:27][cH:28][cH:29][cH:30]2)[CH:14]1[O:15][CH2:16][c:17]1[cH:18][cH:19][cH:20][cH:21][cH:22]1.[CH2:55]=[O:56].[CH2:59]1[O:60][CH2:61][CH2:62][O:63][CH2:64]1.[Na+:58].[OH-:57]>>[CH2:1]([c:2]1[cH:3][cH:4][cH:5][cH:6][cH:7]1)[O:8][CH:9]1[C:10]([CH:53]=[O:54])([CH2:55][OH:56])[O:11][C:12]([O:31][CH3:32])([c:33]2[cH:34][c:35]([CH2:40][c:41]3[cH:42][cH:43][c:44]([O:47][CH2:48][C:49]([F:50])([F:51])[F:52])[cH:45][cH:46]3)[c:36]([Cl:39])[cH:37][cH:38]2)[CH:13]([O:23][CH2:24][c:25]2[cH:26][cH:27][cH:28][cH:29][cH:30]2)[CH:14]1[O:15][CH2:16][c:17]1[cH:18][cH:19][cH:20][cH:21][cH:22]1. Starting materials: CCCC[Sn](Cl)(CCCC)CCCC, C1CCOC1, CCOC(C)=O, CN(C)P(=O)(N(C)C)N(C)C, [Cl-], O=[N+]([O-])c1ccc(CNS(=O)(=O)c2ncn3ccsc23)cc1, [NH4+]. The product is CCCC[Sn](CCCC)(CCCC)c1cn2cnc(S(=O)(=O)NCc3ccc([N+](=O)[O-])cc3)c2s1. RXN SMILES: [CH2:23]([CH2:24][CH2:25][CH3:26])[Sn:27]([CH2:28][CH2:29][CH2:30][CH3:31])([CH2:32][CH2:33][CH2:34][CH3:35])[Cl:36].[CH2:45]1[O:46][CH2:47][CH2:48][CH2:49]1.[CH3:39][CH2:40][O:41][C:42](=[O:43])[CH3:44].[CH3:50][N:51]([CH3:52])[P:53]([N:54]([CH3:55])[CH3:56])([N:57]([CH3:58])[CH3:59])=[O:60].[Cl-:37].[N+:1](=[O:2])([O-:3])[c:4]1[cH:5][cH:6][c:7]([CH2:8][NH:9][S:10](=[O:11])(=[O:12])[c:13]2[n:14][cH:15][n:16]3[c:17]2[s:18][cH:19][cH:20]3)[cH:21][cH:22]1.[NH4+:38]>>[N+:1](=[O:2])([O-:3])[c:4]1[cH:5][cH:6][c:7]([CH2:8][NH:9][S:10](=[O:11])(=[O:12])[c:13]2[n:14][cH:15][n:16]3[c:17]2[s:18][c:19]([Sn:27]([CH2:23][CH2:24][CH2:25][CH3:26])([CH2:28][CH2:29][CH2:30][CH3:31])[CH2:32][CH2:33][CH2:34][CH3:35])[cH:20]3)[cH:21][cH:22]1.